The task is: describe an organic reaction: reactants, conditions, products, and yield. This data is from the Open Reaction Database (ORD), a public repository of structured organic reaction records. Reactants: CCOC(=O)CC(=O)CC(=O)OCC, ClCCl, O, O=S(=O)(Cl)Cl. Product: CCOC(=O)CC(=O)C(Cl)C(=O)OCC. RXN SMILES: [CH2:1]([CH3:2])[O:3][C:4]([CH2:5][C:6]([CH2:7][C:8](=[O:9])[O:10][CH2:11][CH3:12])=[O:13])=[O:14].[Cl:21][CH2:22][Cl:23].[OH2:20].[S:15]([Cl:16])(=[O:17])([Cl:18])=[O:19]>>[CH2:1]([CH3:2])[O:3][C:4]([CH2:5][C:6]([CH:7]([C:8](=[O:9])[O:10][CH2:11][CH3:12])[Cl:18])=[O:13])=[O:14]. Starting materials: C(C)OC(C(CC1=CC=C(C=C1)OCC1=CC=CC=C1)(C)OC1=CC(=C(C=C1)F)F)=O (3,4-Difluorophenoxy-3-(4-benzyloxyphenyl)-2-methyl-propionic acid ethyl ester). The reagents and catalysts are [Pd] (palladium on carbon). Solvent: C(C)(=O)OCC (ethyl acetate). Conditions: time 20 hour. The product is C(C)OC(C(CC1=CC=C(C=C1)O)(C)OC1=CC(=C(C=C1)F)F)=O (2-(3,4-Difluorophenoxy)-3-(4-hydroxyphenyl)-2-methyl-propionic acid ethyl ester). As a reaction SMILES: [CH2:1]([O:3][C:4](=[O:31])[C:5]([O:22][C:23]1[CH:28]=[CH:27][C:26]([F:29])=[C:25]([F:30])[CH:24]=1)([CH3:21])[CH2:6][C:7]1[CH:12]=[CH:11][C:10]([O:13]CC2C=CC=CC=2)=[CH:9][CH:8]=1)[CH3:2]>C(OCC)(=O)C.[Pd]>[CH2:1]([O:3][C:4](=[O:31])[C:5]([O:22][C:23]1[CH:28]=[CH:27][C:26]([F:29])=[C:25]([F:30])[CH:24]=1)([CH3:21])[CH2:6][C:7]1[CH:8]=[CH:9][C:10]([OH:13])=[CH:11][CH:12]=1)[CH3:2]. Reported procedure: 2-(3,4-Difluorophenoxy-3-(4-benzyloxyphenyl)-2-methyl-propionic acid ethyl ester (2.1 mmol) was dissolved in ethyl acetate (30 mL) and treated with 5% palladium on carbon (300 mg), and stirred under an atmosphere of hydrogen for 20 h. The suspension was filtered through celite and concentrated in vacuo to an oil. Starting materials: FC1=C(C=CC=C1)C([C@H](C)OC1OCCCC1)=O ((2S)-2′-Fluoro-2-(3,4,5,6-tetrahydro-2H-pyran-2-yloxy)propiophenone), C1(=CC=C(C=C1)S(=O)(=O)[O-])C.[NH+]1=CC=CC=C1 (pyridinium p-toluenesulfonate). Solvent: C(C)O (ethanol). Conditions: temperature 55 celsius, time 2.5 hour. Product: FC1=C(C=CC=C1)C([C@H](C)O)=O ((2S)-2′-fluoro-2-hydroxypropiophenone). Isolated yield 98.4%. As a reaction SMILES: [F:1][C:2]1[CH:7]=[CH:6][CH:5]=[CH:4][C:3]=1[C:8](=[O:18])[C@@H:9]([O:11]C1CCCCO1)[CH3:10].C1(C)C=CC(S([O-])(=O)=O)=CC=1.[NH+]1C=CC=CC=1>C(O)C>[F:1][C:2]1[CH:7]=[CH:6][CH:5]=[CH:4][C:3]=1[C:8](=[O:18])[C@@H:9]([OH:11])[CH3:10] |f:1.2|. Reported procedure: (2S)-2′-Fluoro-2-(3,4,5,6-tetrahydro-2H-pyran-2-yloxy)propiophenone (25 g) was dissolved in ethanol (200 ml), to which pyridinium p-toluenesulfonate (1.28 g) was added. The reaction solution was stirred at 55° C. for 2.5 hours and then concentrated. The residue was subjected to silica gel chromatography (eluent: hexane/ethyl acetate=9/1 to 5/1) to give (2S)-2′-fluoro-2-hydroxypropiophenone (16.4 g) as a colorless oily substance. The reactants are OC1=CC2=C(C(NCCO2)=O)C=C1 (8-hydroxy-3,4-dihydro-1,4-benzoxazepin-5(2H)-one), C(C1=CC=CC=C1)Br (benzyl bromide), C([O-])([O-])=O.[K+].[K+] (potassium carbonate). The solvent is CN(C)C=O (DMF), CCOC(=O)C.O (EtOAc water). Conditions: temperature 60 celsius. The product is C1(=CC=CC=C1)COC1=CC2=C(C(NCCO2)=O)C=C1 (8-[(Phenylmethyl)oxy]-3,4-dihydro-1,4-benzoxazepin-5(2H)-one). Isolated yield 64.5%. RXN SMILES: [OH:1][C:2]1[CH:13]=[CH:12][C:5]2[C:6](=[O:11])[NH:7][CH2:8][CH2:9][O:10][C:4]=2[CH:3]=1.[CH2:14](Br)[C:15]1[CH:20]=[CH:19][CH:18]=[CH:17][CH:16]=1.C(=O)([O-])[O-].[K+].[K+]>CN(C=O)C.CCOC(C)=O.O>[C:15]1([CH2:14][O:1][C:2]2[CH:13]=[CH:12][C:5]3[C:6](=[O:11])[NH:7][CH2:8][CH2:9][O:10][C:4]=3[CH:3]=2)[CH:20]=[CH:19][CH:18]=[CH:17][CH:16]=1 |f:2.3.4,6.7|. Procedure: A mixture of 8-hydroxy-3,4-dihydro-1,4-benzoxazepin-5(2H)-one (Preparation 26) (8.66 g, 48.3 mmol), benzyl bromide (6.32 ml, 53.2 mmol) and potassium carbonate (20.04 g, 145 mmol) in DMF (80 ml) was stirred and heated at 60° C. for 2 hours. The cooled reaction was diluted with EtOAc/water (300 ml of each) and the aqueous extracted with EtOAc (2×75 ml). Combined organics were washed with 3×100 ml of water, dried (magnesium sulphate), evaporated, triturated with ether and filtered off to give the ...